From a dataset of the Open Reaction Database (ORD), a public repository of structured organic reaction records. describe an organic reaction: reactants, conditions, products, and yield Starting materials: ClCCl, Cc1nnc2n1-c1ccc(NO)cc1C(c1ccccc1Cl)=NC2. Yields the product Cc1nnc2n1-c1ccc(N=O)cc1C(c1ccccc1Cl)=NC2. RXN SMILES: [CH2:25]([Cl:26])[Cl:27].[Cl:1][c:2]1[c:3]([C:8]2=[N:9][CH2:10][c:11]3[n:12]([c:21]([CH3:24])[n:22][n:23]3)-[c:13]3[c:14]2[cH:15][c:16]([NH:19][OH:20])[cH:17][cH:18]3)[cH:4][cH:5][cH:6][cH:7]1>>[Cl:1][c:2]1[c:3]([C:8]2=[N:9][CH2:10][c:11]3[n:12]([c:21]([CH3:24])[n:22][n:23]3)-[c:13]3[c:14]2[cH:15][c:16]([N:19]=[O:20])[cH:17][cH:18]3)[cH:4][cH:5][cH:6][cH:7]1.